Task: describe an organic reaction: reactants, conditions, products, and yield. Dataset: the Open Reaction Database (ORD), a public repository of structured organic reaction records The reactants are CO, O=C(O)c1cc(Cl)ccc1[N+](=O)[O-], O=S(Cl)Cl. Product: COC(=O)c1cc(Cl)ccc1[N+](=O)[O-]. Reaction SMILES: [CH3:18][OH:19].[Cl:1][c:2]1[cH:3][cH:4][c:5]([N+:11](=[O:12])[O-:13])[c:6]([C:7](=[O:8])[OH:9])[cH:10]1.[S:14]([Cl:15])([Cl:16])=[O:17]>>[Cl:1][c:2]1[cH:3][cH:4][c:5]([N+:11](=[O:12])[O-:13])[c:6]([C:7]([O:8][CH3:18])=[O:9])[cH:10]1. The reactants are BrCc1ccccc1, O=C([O-])[O-], C=C(Cc1ccccc1)C(=O)O, CN(C)C=O, [K+], [K+], O. The product is C=C(Cc1ccccc1)C(=O)OCc1ccccc1. Reaction SMILES: [Br:20][CH2:21][c:22]1[cH:23][cH:24][cH:25][cH:26][cH:27]1.[C:13](=[O:14])([O-:15])[O-:16].[CH2:1]([c:2]1[cH:3][cH:4][cH:5][cH:6][cH:7]1)[C:8]([C:9](=[O:10])[OH:11])=[CH2:12].[CH3:28][N:29]([CH3:30])[CH:31]=[O:32].[K+:17].[K+:18].[OH2:19]>>[CH2:1]([c:2]1[cH:3][cH:4][cH:5][cH:6][cH:7]1)[C:8]([C:9](=[O:10])[O:11][CH2:21][c:22]1[cH:23][cH:24][cH:25][cH:26][cH:27]1)=[CH2:12]. Reactants: C1(=CC=CC=C1)OC (anisole), S (hydrogen sulfide), CC(C1=CC=CC=C1)(C)NC([C@H](CSCC1=CC=C(C=C1)OC)NC(C1=CC=CC=C1)=O)=O ((2R)-N-(α,α-dimethylbenzyl)-2-benzoylamino-3-(p-methoxybenzylthio)propionamide), mercuric acetate. Run in FC(C(=O)O)(F)F (trifluoroacetic acid), CN(C=O)C (dimethylformamide). Reaction conditions: time 1.5 hour. Yields the product CC(C1=CC=CC=C1)(C)NC([C@H](CS)NC(C1=CC=CC=C1)=O)=O ((2R)-N-(α,α-Dimethylbenzyl)-2-benzoylamino-3-mercaptopropionamide). The yield is 93.9%. RXN SMILES: [CH3:1][C:2]([NH:10][C:11](=[O:33])[C@@H:12]([NH:24][C:25](=[O:32])[C:26]1[CH:31]=[CH:30][CH:29]=[CH:28][CH:27]=1)[CH2:13][S:14]CC1C=CC(OC)=CC=1)([CH3:9])[C:3]1[CH:8]=[CH:7][CH:6]=[CH:5][CH:4]=1.C1(OC)C=CC=CC=1.S>FC(F)(F)C(O)=O.CN(C)C=O>[CH3:9][C:2]([NH:10][C:11](=[O:33])[C@@H:12]([NH:24][C:25](=[O:32])[C:26]1[CH:27]=[CH:28][CH:29]=[CH:30][CH:31]=1)[CH2:13][SH:14])([CH3:1])[C:3]1[CH:4]=[CH:5][CH:6]=[CH:7][CH:8]=1. Procedure: 1.010 g of (2R)-N-(α,α-dimethylbenzyl)-2-benzoylamino-3-(p-methoxybenzylthio)propionamide [prepared as described in step (a) above] was dissolved in 10 ml of trifluoroacetic acid. To this solution was added 1.0 ml of anisole and, whilst ice-cooling, this was followed by the addition of 793 mg of mercuric acetate under a nitrogen stream, and then the mixture was stirred. After stirring for 1.5 hours, the solvent was distilled off at room temperature. Diethyl ether was added to the residue and the... The reactants are NCCCN(CCCN)C (N-(3-aminopropyl)-N-methylpropane-1,3-diamine), COC1=CC(C2=C(N=CS2)C1=O)=O (5-methoxy-1,3-benzothiazol-4,7-dione). Solvent: C(C)O (ethanol). Run at temperature 85 celsius, time 90 minute. The product is CN(CCCNC1=CC(C2=C(N=CS2)C1=O)=O)CCCNC1=CC(C2=C(N=CS2)C1=O)=O (5.5′-[(methylimino)bis(propane-3,1-diylimino)]bis(1,3-benzothiazole-4,7-dione)). Isolated yield 54.4%. Reaction SMILES: [NH2:1][CH2:2][CH2:3][CH2:4][N:5]([CH3:10])[CH2:6][CH2:7][CH2:8][NH2:9].CO[C:13]1[C:21](=[O:22])[C:17]2[N:18]=[CH:19][S:20][C:16]=2[C:15](=[O:23])[CH:14]=1>C(O)C>[CH3:10][N:5]([CH2:6][CH2:7][CH2:8][NH:9][C:13]1[C:21](=[O:22])[C:17]2[N:18]=[CH:19][S:20][C:16]=2[C:15](=[O:23])[CH:14]=1)[CH2:4][CH2:3][CH2:2][NH:1][C:13]1[C:21](=[O:22])[C:17]2[N:18]=[CH:19][S:20][C:16]=2[C:15](=[O:23])[CH:14]=1. Procedure details: 57 μl (0.37 mmol; 0.48 equivalent) of N-(3-aminopropyl)-N-methylpropane-1,3-diamine is added to 150 mg (0.77 mmol) of 5-methoxy-1,3-benzothiazol-4,7-dione in solution in 6 ml of ethanol. The reaction mixture is maintained under stirring at 85° C. for 90 minutes, then the solvent is evaporated off under reduced pressure and the expected product is purified by chromatography on a silica column (eluent: dichloromethane/methanol mixture 94/6) and 95 mg (yield=26%) of 5.5′-[(methylimino)bis(propane-3... The reactants are c1ccc(C(c2ccccc2)N2CCNCC2)cc1, O=C(OC(Cl)(Cl)Cl)OC(Cl)(Cl)Cl, ClCCl, O, c1ccncc1. Product: O=C(Cl)N1CCN(C(c2ccccc2)c2ccccc2)CC1. As a reaction SMILES: [CH:1]([c:2]1[cH:3][cH:4][cH:5][cH:6][cH:7]1)([c:8]1[cH:9][cH:10][cH:11][cH:12][cH:13]1)[N:14]1[CH2:15][CH2:16][NH:17][CH2:18][CH2:19]1.[Cl:26][C:27]([Cl:28])([O:29][C:30](=[O:31])[O:32][C:33]([Cl:34])([Cl:35])[Cl:36])[Cl:37].[Cl:39][CH2:40][Cl:41].[OH2:38].[cH:20]1[cH:21][cH:22][n:23][cH:24][cH:25]1>>[CH:1]([c:2]1[cH:3][cH:4][cH:5][cH:6][cH:7]1)([c:8]1[cH:9][cH:10][cH:11][cH:12][cH:13]1)[N:14]1[CH2:15][CH2:16][N:17]([C:27]([Cl:26])=[O:29])[CH2:18][CH2:19]1. The reactants are C12C(C3CC(CC(C1)C3)C2)N2NC(C2=O)(C)C (2-(Adamantan-2-yl)-4,4-dimethyl-1,2-diazetidin-3-one), CC1=C(CBr)C=CC(=C1)C (2,4-dimethylbenzyl bromide). Yields the product CC1=C(CN2N(C(C2(C)C)=O)C2C3CC4CC(CC2C4)C3)C=CC(=C1)C (1-(2,4-dimethylbenzyl)-4,4-dimethyl-2-(adamantan-2-yl)-1,2-diazetidin-3-one). Reaction SMILES: [CH:1]12[CH2:10][CH:5]3[CH2:6][CH:7]([CH2:9][CH:3]([CH2:4]3)[CH:2]1[N:11]1[C:14](=[O:15])[C:13]([CH3:17])([CH3:16])[NH:12]1)[CH2:8]2.[CH3:18][C:19]1[CH:26]=[C:25]([CH3:27])[CH:24]=[CH:23][C:20]=1[CH2:21]Br>>[CH3:18][C:19]1[CH:26]=[C:25]([CH3:27])[CH:24]=[CH:23][C:20]=1[CH2:21][N:12]1[C:13]([CH3:17])([CH3:16])[C:14](=[O:15])[N:11]1[CH:2]1[CH:3]2[CH2:4][CH:5]3[CH2:6][CH:7]([CH2:8][CH:1]1[CH2:10]3)[CH2:9]2. Procedure details: 2-(Adamantan-2-yl)-4,4-dimethyl-1,2-diazetidin-3-one and 2,4-dimethylbenzyl bromide were used for a similar reaction and treatment as Process 6 of Example 1, and the title compound was obtained as a white crystalline powder. Starting materials: [BH3-]C#N, COc1cc(Nc2nc3c(c(Cc4ccccc4)n2)CNCC3)ccc1-n1cnc(C)c1, C=O, CC(=O)O, CO, [Na+]. Product: COc1cc(Nc2nc3c(c(Cc4ccccc4)n2)CN(C)CC3)ccc1-n1cnc(C)c1. Reaction SMILES: [C:39]([BH3-:40])#[N:41].[CH2:1]([c:2]1[cH:3][cH:4][cH:5][cH:6][cH:7]1)[c:8]1[c:9]2[c:10]([n:11][c:12]([NH:14][c:15]3[cH:16][c:17]([O:27][CH3:28])[c:18](-[n:21]4[cH:22][n:23][c:24]([CH3:26])[cH:25]4)[cH:19][cH:20]3)[n:13]1)[CH2:29][CH2:30][NH:31][CH2:32]2.[CH2:37]=[O:38].[CH3:33][C:34](=[O:35])[OH:36].[CH3:43][OH:44].[Na+:42]>>[CH2:1]([c:2]1[cH:3][cH:4][cH:5][cH:6][cH:7]1)[c:8]1[c:9]2[c:10]([n:11][c:12]([NH:14][c:15]3[cH:16][c:17]([O:27][CH3:28])[c:18](-[n:21]4[cH:22][n:23][c:24]([CH3:26])[cH:25]4)[cH:19][cH:20]3)[n:13]1)[CH2:29][CH2:30][N:31]([CH3:33])[CH2:32]2. The reactants are ClC1=CC2=C(C(=N1)O[C@H](C)[C@@H]1CC(NC1)=O)N(C=N2)C(F)F ((R)-4-((R)-1-(6-chloro-3-(difluoromethyl)-3H-imidazo[4,5-c]pyridin-4-yloxy)ethyl)pyrrolidin-2-one), [O-]P(=O)([O-])[O-].[K+].[K+].[K+] (K3PO4), C(C)(C)N1N=CC(=C1)B1OC(C(O1)(C)C)(C)C (1-isopropyl-4-(4,4,5,5-tetramethyl-1,3,2-dioxaborolan-2-yl)-1H-pyrazole), Bis[di-tert-butyl(4-dimethylaminophenyl)phosphine]dichloropalladium(II). Solvent: O (Water), O1CCOCC1 (1,4-dioxane), CCOC(=O)C (EtOAc), O (water), [Cl-].[Na+].O (brine). Run at temperature 100 celsius, time 1.25 hour. The product is FC(N1C=NC2=C1C(=NC(=C2)C2=CC=C(C=C2)N2CCOCC2)O[C@H](C)[C@@H]2CC(NC2)=O)F ((R)-4-((R)-1-(3-(difluoromethyl)-6-(4-morpholinophenyl)-3H-imidazo[4,5-c]pyridin-4-yloxy)ethyl)pyrrolidin-2-one). As a reaction SMILES: Cl[C:2]1[N:7]=[C:6]([O:8][C@@H:9]([C@H:11]2[CH2:15][NH:14][C:13](=[O:16])[CH2:12]2)[CH3:10])[C:5]2[N:17]([CH:20]([F:22])[F:21])[CH:18]=[N:19][C:4]=2[CH:3]=1.[CH:23]([N:26]1[CH:30]=[C:29](B2OC(C)(C)C(C)(C)O2)[CH:28]=N1)([CH3:25])C.[O-]P([O-])([O-])=O.[K+].[K+].[K+]>O1CCOCC1.CCOC(C)=O.O.[Cl-].[Na+].O>[F:21][CH:20]([F:22])[N:17]1[C:5]2[C:6]([O:8][C@@H:9]([C@H:11]3[CH2:15][NH:14][C:13](=[O:16])[CH2:12]3)[CH3:10])=[N:7][C:2]([C:2]3[CH:28]=[CH:29][C:30]([N:26]4[CH2:23][CH2:25][O:8][CH2:6][CH2:5]4)=[CH:4][CH:3]=3)=[CH:3][C:4]=2[N:19]=[CH:18]1 |f:2.3.4.5,9.10.11|. Reported procedure: Intermediate 2.64 (27 mg, 0.082 mmol), 1-isopropyl-4-(4,4,5,5-tetramethyl-1,3,2-dioxaborolan-2-yl)-1H-pyrazole (40 mg, 0.17 mmol), Bis[di-tert-butyl(4-dimethylaminophenyl)phosphine]dichloropalladium(II) (1.8 mg, 0.0025 mmol) and K3PO4 (52 mg, 0.25 mmol) were taken up in 1,4-dioxane (0.9 mL) under Ar. Water (0.1 mL) was added and the resulting stirred mixture was heated to 100° C. After 1.25 h, the reaction mixture was cooled to r.t. and was diluted with EtOAc (2 mL), water (1 mL), and brine (1 m... Reactants: FCCBr, Cc1cc(C)[nH]n1, [H-], [Na+], CN(C)C=O, O. Product: Cc1cc(C)n(CCF)n1. Reaction SMILES: [Br:10][CH2:11][CH2:12][F:13].[CH3:3][c:4]1[n:5][nH:6][c:7]([CH3:9])[cH:8]1.[H-:1].[Na+:2].[O:14]=[CH:15][N:16]([CH3:17])[CH3:18].[OH2:19]>>[CH3:3][c:4]1[n:5]([CH2:11][CH2:12][F:13])[n:6][c:7]([CH3:9])[cH:8]1. The solvent is C1CCOC1 (THF). Procedure details: Add a 1:2 ethanol:THF mixture to 20% palladium hydroxide on carbon (catalytic, 29.4 g) followed by 3-(4-benzyloxy-phenyl)-4-cyano-1-methyl-1H-pyrrole-2-carboxylic acid ethyl ester (97.93 g, 0.271 mol, prepared in examples E-6a or E-6b). Subject the reaction to 344.74 kPa (50 psi) of hydrogen gas. After 18 hours, filter and concentrate under reduced pressure. Purify the residue by flash chromatography eluting with ethyl acetate:hexanes to provide the title compound. Mass spectrum (m/e): 271.1 (M+... Reagents/catalysts: [OH-].[OH-].[Pd+2] (palladium hydroxide on carbon). Product: C(C)OC(=O)C=1N(C=C(C1C1=CC=C(C=C1)O)C#N)C (4-cyano-3-(4-hydroxyphenyl)-1-methyl-1H-pyrrole-2-carboxylic acid ethyl ester). Reaction conditions: time 18 hour. Reactants: C(C)O (ethanol), C(C)OC(=O)C=1N(C=C(C1C1=CC=C(C=C1)OCC1=CC=CC=C1)C#N)C (3-(4-benzyloxy-phenyl)-4-cyano-1-methyl-1H-pyrrole-2-carboxylic acid ethyl ester), [H][H] (hydrogen). RXN SMILES: C(O)C.[CH2:4]([O:6][C:7]([C:9]1[N:10]([CH3:30])[CH:11]=[C:12]([C:28]#[N:29])[C:13]=1[C:14]1[CH:19]=[CH:18][C:17]([O:20]CC2C=CC=CC=2)=[CH:16][CH:15]=1)=[O:8])[CH3:5].[H][H]>[OH-].[OH-].[Pd+2].C1COCC1>[CH2:4]([O:6][C:7]([C:9]1[N:10]([CH3:30])[CH:11]=[C:12]([C:28]#[N:29])[C:13]=1[C:14]1[CH:19]=[CH:18][C:17]([OH:20])=[CH:16][CH:15]=1)=[O:8])[CH3:5] |f:3.4.5|.